From a dataset of the Open Reaction Database (ORD), a public repository of structured organic reaction records. describe an organic reaction: reactants, conditions, products, and yield Reactants: O (water), FC1=C(C(=O)O)C(=CC(=C1)F)F (2,4,6-trifluorobenzoic acid), solution. Run in O1CCCC1 (tetrahydrofuran), O1CCCC1 (tetrahydrofuran). Conditions: time 2 hour. Product: FC1=C(C(=CC(=C1)F)F)CO (2,4,6-trifluorophenylmethyl alcohol). Isolated yield 85.8%. Reaction SMILES: [F:1][C:2]1[CH:10]=[C:9]([F:11])[CH:8]=[C:7]([F:12])[C:3]=1[C:4](O)=[O:5].O>O1CCCC1>[F:1][C:2]1[CH:10]=[C:9]([F:11])[CH:8]=[C:7]([F:12])[C:3]=1[CH2:4][OH:5]. Procedure: To a stirred solution of 4.1 grams (0.023 mole) of 2,4,6-trifluorobenzoic acid in 50 ml of anhydrous tetrahydrofuran, under a nitrogen atmosphere was added dropwise 4.0 grams (0.047 mole) of borane-tetrahydrofuran complex (as 46.6 ml of a 1.0 molar solution in tetrahydrofuran). The addition caused the reaction mixture to foam. Upon completion of addition the reaction mixture was stirred at ambient temperature for two hours, then was heated under reflux for one hour. The reaction mixture was cool... The reactants are C(C)(=O)OC1=C(C=C(C2=CC=CC(=C12)CCC)/C=C(/C(=O)O)\C)OC ((E)-3-(4-acetoxy-3-methoxy-5-propyl-1-naphthyl)-2-methylpropenoic acid). Run in CC(=O)C (acetone). Product: C(C)(=O)OC1=C(C=C(C2=CC=CC(=C12)CCC)\C=C(/C(=O)O)\C)OC ((Z)-3-(4-acetoxy-3-methoxy-5-propyl-1-naphthyl)-2-methylpropenoic acid). Isolated yield 36.5%. RXN SMILES: [C:1]([O:4][C:5]1[C:14]2[C:9](=[CH:10][CH:11]=[CH:12][C:13]=2[CH2:15][CH2:16][CH3:17])[C:8](/[CH:18]=[C:19](\[CH3:23])/[C:20]([OH:22])=[O:21])=[CH:7][C:6]=1[O:24][CH3:25])(=[O:3])[CH3:2]>CC(C)=O>[C:1]([O:4][C:5]1[C:14]2[C:9](=[CH:10][CH:11]=[CH:12][C:13]=2[CH2:15][CH2:16][CH3:17])[C:8](/[CH:18]=[C:19](/[CH3:23])\[C:20]([OH:22])=[O:21])=[CH:7][C:6]=1[O:24][CH3:25])(=[O:3])[CH3:2]. Procedure: 7.4 g of (E)-3-(4-acetoxy-3-methoxy-5-propyl-1-naphthyl)-2-methylpropenoic acid was dissolved in 1.3 liters of acetone, and irradiated with light from a high pressure mercury lamp through a Pyrex filter at room temperature for 3 hours. The reaction mixture was concentrated in vacuo and purified by silica gel column chromatography (3% methanol/chloroform) to obtain 2.7 g of the titled compound as colorless crystals. Starting materials: CCN(c1nc(C)cc(C(=O)OC)n1)c1ccc(C(C)C)cc1Br, C1CCOC1, C1COCCN1, CCOCC, [H-], [Na+], [Na+], [OH-]. RXN SMILES: [Br:9][c:10]1[c:11]([N:19]([CH2:20][CH3:21])[c:22]2[n:23][c:24]([CH3:32])[cH:25][c:26]([C:28](=[O:29])[O:30][CH3:31])[n:27]2)[cH:12][cH:13][c:14]([CH:16]([CH3:17])[CH3:18])[cH:15]1.[CH2:35]1[O:36][CH2:37][CH2:38][CH2:39]1.[CH2:3]1[CH2:4][O:5][CH2:6][CH2:7][NH:8]1.[CH3:40][CH2:41][O:42][CH2:43][CH3:44].[H-:1].[Na+:2].[Na+:34].[OH-:33]>>[CH2:3]1[CH2:4][O:5][CH2:6][CH2:7][N:8]1[C:28]([c:26]1[cH:25][c:24]([CH3:32])[n:23][c:22]([N:19]([c:11]2[c:10]([Br:9])[cH:15][c:14]([CH:16]([CH3:17])[CH3:18])[cH:13][cH:12]2)[CH2:20][CH3:21])[n:27]1)=[O:29]. The product is CCN(c1nc(C)cc(C(=O)N2CCOCC2)n1)c1ccc(C(C)C)cc1Br. Isolated yield 106.4%. The product is BrC=1C=C(C(=C(C=O)C1)O)C(C)C (5-bromo-2-hydroxy-3-isopropylbenzaldehyde). Reaction conditions: time 4 hour. The solvent is C(C)#N (acetonitrile). Reaction SMILES: [OH:1][C:2]1[C:9]([CH:10]([CH3:12])[CH3:11])=[CH:8][CH:7]=[CH:6][C:3]=1[CH:4]=[O:5].[Br:13]N1C(=O)CCC1=O>C(#N)C>[Br:13][C:7]1[CH:8]=[C:9]([CH:10]([CH3:12])[CH3:11])[C:2]([OH:1])=[C:3]([CH:6]=1)[CH:4]=[O:5]. Reactants: OC1=C(C=O)C=CC=C1C(C)C (2-hydroxy-3-isopropylbenzaldehyde), BrN1C(CCC1=O)=O (N-bromosuccinimide). Procedure details: 2-hydroxy-3-isopropylbenzaldehyde (20.19 g) was dissolved in acetonitrile (160 mL), and N-bromosuccinimide (17.80 g) was added to the solution at 0° C., and then the mixture was stirred at room temperature for 4 hours. The solvent was distilled off under reduced pressure and water was added, and then the mixture was extracted with ethyl acetate. The organic layer was washed with saturated brine, and then dried over anhydrous sodium sulfate. The solvent was distilled off under reduced pressure to...